Task: describe an organic reaction: reactants, conditions, products, and yield. Dataset: the Open Reaction Database (ORD), a public repository of structured organic reaction records Reactants: CSC1=NC=C(C(=N1)C1=C(C=C(C=C1)Cl)Cl)C1=CC=C(C=C1)Cl (2-Methylthio-4-(2,4-dichlorophenyl)-5-(4-chlorophenyl)pyrimidine), ClC1=CC=C(CO)C=C1 (4-chlorobenzyl alcohol). Run in CCCCCC.C(C)(=O)OCC (hexane ethyl acetate). The product is ClC1=CC=C(COC2=NC=C(C(=N2)C2=C(C=C(C=C2)Cl)Cl)C2=CC=C(C=C2)Cl)C=C1 (2-(4-chlorobenzyloxy)-4-(2,4-dichlorophenyl)-5-(4-chlorophenyl)pyrimidine). As a reaction SMILES: CS[C:3]1[N:8]=[C:7]([C:9]2[CH:14]=[CH:13][C:12]([Cl:15])=[CH:11][C:10]=2[Cl:16])[C:6]([C:17]2[CH:22]=[CH:21][C:20]([Cl:23])=[CH:19][CH:18]=2)=[CH:5][N:4]=1.[Cl:24][C:25]1[CH:32]=[CH:31][C:28]([CH2:29][OH:30])=[CH:27][CH:26]=1>CCCCCC.C(OCC)(=O)C>[Cl:24][C:25]1[CH:32]=[CH:31][C:28]([CH2:29][O:30][C:3]2[N:8]=[C:7]([C:9]3[CH:14]=[CH:13][C:12]([Cl:15])=[CH:11][C:10]=3[Cl:16])[C:6]([C:17]3[CH:22]=[CH:21][C:20]([Cl:23])=[CH:19][CH:18]=3)=[CH:5][N:4]=2)=[CH:27][CH:26]=1 |f:2.3|. Reported procedure: 2-Methylthio-4-(2,4-dichlorophenyl)-5-(4-chlorophenyl)pyrimidine (from Reference Example 3) was reacted with 4-chlorobenzyl alcohol according to the procedures described in Example 1 to afford 2-(4-chlorobenzyloxy)-4-(2,4-dichlorophenyl)-5-(4-chlorophenyl)pyrimidine as the higher Rf product (95/5 hexane/ethyl acetate TLC). HPLC/MS: m/e=477 (M+1); Rt=4.91 min; 1H-NMR 500 MHz (CDCl3): δ 5.50 (s, 2H), 7.02 (d, J=9 Hz, 2H), 7.22 (d, J=9 Hz, 1H), 7.22-7.30 (m, 4H), 7.40 (d, J=9 Hz, 2H), 7.50 (d, J=9 ... Reactants: ClC1=C(C(=O)O)C=C(C=C1)S(=O)(=O)C (2-Chloro-5-methanesulfonyl-benzoic acid), ClC1=C(C(=O)O)C=C(C=C1)S(=O)O (2-Chloro-5-sulfino-benzoic acid), BrCC1CC1 (Bromomethyl-cyclopropane). Solvent: C1(CC1)CO (cyclopropyl methanol). The product is ClC1=C(C(=O)O)C=C(C=C1)S(=O)(=O)CC1CC1 (2-Chloro-5-cyclopropylmethanesulfonyl-benzoic acid). The yield is 8.0%. As a reaction SMILES: [Cl:1][C:2]1[CH:10]=[CH:9][C:8]([S:11]([CH3:14])(=[O:13])=[O:12])=[CH:7][C:3]=1[C:4]([OH:6])=[O:5].Cl[C:16]1C=CC(S(O)=O)=[CH:21][C:17]=1C(O)=O.BrCC1CC1>C1(CO)CC1>[Cl:1][C:2]1[CH:10]=[CH:9][C:8]([S:11]([CH2:14][CH:21]2[CH2:17][CH2:16]2)(=[O:13])=[O:12])=[CH:7][C:3]=1[C:4]([OH:6])=[O:5]. Reported procedure: The title compound was synthesised according to the procedure described for the synthesis of 2-Chloro-5-methanesulfonyl-benzoic acid from 2-Chloro-5-sulfino-benzoic acid and Bromomethyl-cyclopropane (+catalytic amount 12) in 20 ml cyclopropyl methanol/20 ml water and obtained in 8% yield. MS (m/e): 273.1 (MH−, 100%).